From a dataset of the Open Reaction Database (ORD), a public repository of structured organic reaction records. describe an organic reaction: reactants, conditions, products, and yield Reactants: C(C)(C)N(CC)C(C)C (diisopropyl ethyl amine), BrC(C1=C(C=C(C=C1)C1=NOC=N1)F)Br (3-(4-(dibromomethyl)-3-fluorophenyl)-1,2,4-oxadiazole), P(OCC)(OCC)[O-] (diethyl phosphite). Run in C1CCOC1 (THF). Reaction conditions: temperature 0 celsius, time 60 minute. Yields the product BrCC1=C(C=C(C=C1)C1=NOC=N1)F (3-(4-(bromomethyl)-3-fluorophenyl)-1,2,4-oxadiazole). Yield: 93.8%. RXN SMILES: [Br:1][CH:2](Br)[C:3]1[CH:8]=[CH:7][C:6]([C:9]2[N:13]=[CH:12][O:11][N:10]=2)=[CH:5][C:4]=1[F:14].C(N(C(C)C)CC)(C)C.P([O-])(OCC)OCC>C1COCC1>[Br:1][CH2:2][C:3]1[CH:8]=[CH:7][C:6]([C:9]2[N:13]=[CH:12][O:11][N:10]=2)=[CH:5][C:4]=1[F:14]. Procedure: To a stirring mixture of 3-(3-fluoro-4-methylphenyl)-1,2,4-oxadiazole (5.34 g, 30 mmol), CCl4 (50 mL) and NBS (11.7 g, 66 mmol) was added AIBN (246 mg, 1.5 mmol). The reaction mixture was heated to 80° C. for 3 hour under nitrogen, cooled to room temperature, and 50 mL of saturated sodium bicarbonate solution was added. The organic layer was separated and the aqueous layer was extracted with dichloromethane (50 mL). The organic layer was dried over sodium sulfate, filtered and concentrated on a ... Reactants: O=C([O-])O, CCOc1ccccc1O, CC(=O)[O-], CCO, Cl, O=N[O-], Nc1ccccc1, [Na+], [Na+], [Na+], O. The product is CCOc1cc(N=Nc2ccccc2)ccc1O. Reaction SMILES: [C:12](=[O:13])([OH:14])[O-:15].[CH2:22]([CH3:23])[O:24][c:25]1[c:26]([OH:31])[cH:27][cH:28][cH:29][cH:30]1.[CH3:18][C:19](=[O:20])[O-:21].[CH3:34][CH2:35][OH:36].[ClH:32].[N:8]([O-:9])=[O:10].[NH2:1][c:2]1[cH:3][cH:4][cH:5][cH:6][cH:7]1.[Na+:11].[Na+:16].[Na+:17].[OH2:33]>>[N:1]([c:2]1[cH:3][cH:4][cH:5][cH:6][cH:7]1)=[N:8][c:29]1[cH:28][cH:27][c:26]([OH:31])[c:25]([O:24][CH2:22][CH3:23])[cH:30]1. The reactants are [O-]CC.[Na+] (sodium ethoxide), [Na] (sodium), CC(C(=O)OCC)C(=O)OCC (diethyl methyl-malonate), C=C1N2CCC(C1=O)CC2 (2-methylenequinuclidin-3-one). Run in C(C)(=O)O (acetic acid), C(C)O (ethanol), C(C)O (ethanol). Conditions: time 16 hour. Product: O=C1C(N2CCC1CC2)CC(C(=O)OCC)(C(=O)OCC)C (diethyl (3-oxo quinuclidin-2-yl)-methyl-methylmalonate). As a reaction SMILES: [O-]CC.[Na+].[Na].[CH3:6][CH:7]([C:13]([O:15][CH2:16][CH3:17])=[O:14])[C:8]([O:10][CH2:11][CH3:12])=[O:9].[CH2:18]=[C:19]1[C:24](=[O:25])[CH:23]2[CH2:26][CH2:27][N:20]1[CH2:21][CH2:22]2>C(O)C.C(O)(=O)C>[O:25]=[C:24]1[CH:23]2[CH2:26][CH2:27][N:20]([CH2:21][CH2:22]2)[CH:19]1[CH2:18][C:7]([CH3:6])([C:8]([O:10][CH2:11][CH3:12])=[O:9])[C:13]([O:15][CH2:16][CH3:17])=[O:14] |f:0.1,^1:4|. Procedure: Ethanolic sodium ethoxide, previously prepared from 2.9 g of metallic sodium and 100 ml of ethanol, was added to diethyl methyl-malonate, 50 g, and the mixture was refluxed for 30 min. then cooled to 5°. A solution of 2-methylenequinuclidin-3-one, 39.4 g, in ethanol, 50 ml, was then added dropwise and with stirring. After 16 hrs. at room temperature, the resulting solution was neutralized with acetic acid then subjected to evaporation at reduced pressure. Water, 100 ml was added and the mixture ... Reactants: N(CCO)CCO (diethanolamine), C1(=CC=CC=C1)N=C=O (phenyl isocyanate). Solvent: ClCCl (dichloromethane). Reaction conditions: time 1 hour. Product: OCCN(C(=O)NC1=CC=CC=C1)CCO (1,1-Bis(2-hydroxyethyl)-3-phenylurea). Reaction SMILES: [NH:1]([CH2:5][CH2:6][OH:7])[CH2:2][CH2:3][OH:4].[C:8]1([N:14]=[C:15]=[O:16])[CH:13]=[CH:12][CH:11]=[CH:10][CH:9]=1>ClCCl>[OH:4][CH2:3][CH2:2][N:1]([CH2:5][CH2:6][OH:7])[C:15]([NH:14][C:8]1[CH:13]=[CH:12][CH:11]=[CH:10][CH:9]=1)=[O:16]. Procedure details: 0.163 mol of diethanolamine dissolved in 160 ml of dichloromethane is added, at 10° C., to a solution of 0.168 mol of phenyl isocyanate. After reacting for 1 hour at 10° C. and then for 12 hours at ambient temperature, the reaction mixture is concentrated under reduced pressure. Starting materials: C(=O)[C@@H]1[C@H]2CC[C@@H](C[C@@H]1C1=CC=CC=C1)N2C ((1R,5S)-2β-formyl-3β-phenyltropane), [I-].C[N+]1=CC(=C(C=C1)C1=CC=CC=C1)O (1-Methyl-4-phenyl-3-hydroxypyridinium Iodide), C(CC)[PH3+] (propyl phosphonium), ( 100 ), C(=O)[C@@H]1[C@H]2CC[C@@H](C[C@@H]1C1=CC=C(C=C1)C)N2C ((1R,5S)-2β-formyl-3β-(p-tolyl)tropane), C(C)[PH3+] (ethyl phosphonium), ( 4 ). The solvent is C(Cl)Cl (CH2Cl2). Product: C(CCC)[C@@H]1[C@H]2CC[C@@H](C[C@@H]1C1=CC=C(C=C1)C)N2C ((1R,5S)-2β-n-Butyl-3β-(p-tolyl)tropane). Reaction SMILES: [CH:1]([C@H:3]1[C@@H](C2C=CC=CC=2)C[C@H]2N(C)[C@@H:4]1CC2)=O.[CH:18]([C@H:20]1[C@@H:26]([C:27]2[CH:32]=[CH:31][C:30]([CH3:33])=[CH:29][CH:28]=2)[CH2:25][C@H:24]2[N:34]([CH3:35])[C@@H:21]1[CH2:22][CH2:23]2)=O.C([PH3+])C.C([PH3+])CC.[I-].C[N+]1C=CC(C2C=CC=CC=2)=C(O)C=1>C(Cl)Cl>[CH2:18]([C@H:20]1[C@@H:26]([C:27]2[CH:32]=[CH:31][C:30]([CH3:33])=[CH:29][CH:28]=2)[CH2:25][C@H:24]2[N:34]([CH3:35])[C@@H:21]1[CH2:22][CH2:23]2)[CH2:1][CH2:3][CH3:4] |f:4.5|. Procedure details: Using a procedure similar to that described in Example 8, except replacing the compound 18 used therein with compound 19, and replacing the ethyl phosphonium salt with the corresponding propyl phosphonium salt, the title compound 23 was prepared as a colorless oil: [α]25D −76° (c 1.5, CH2Cl2); 1H NMR (CDCl3) δ0.74 (t, 3H, J=7.2 Hz), 0.70-0.90 (m, 2H), 1.12-1.30 (m, 3H), 1.39-1.68 (m, 5H), 1.96-2.20 (m, 3H), 2.24 (s, 3H), 2.31 (s, 3H), 3.03 (dt, 1H, J=5.1 and 13.2 Hz), 3.12-3.20 (m, 1H), 3.20-3.2... Starting materials: BrC=1C=CC2=C(C(=NCC=3N2C(=NN3)CN)C3=CC=CC=C3)C1 (8-bromo-1-(aminomethyl)-6-phenyl-4H-s-triazolo[4,3-a][1,4]benzodiazepine), C=O (formalin), C(#N)[BH3-].[Na+] (sodium cyanoborohydride), C(C)(=O)O (acetic acid). The solvent is C(C)#N (acetonitrile). Yields the product BrC=1C=CC2=C(C(=NCC=3N2C(=NN3)CN(C)C)C3=CC=CC=C3)C1 (8-bromo-1-[(dimethylamino)methyl]-6-phenyl-4H-s-triazolo[4,3-a][1,4]benzodiazepine). RXN SMILES: [Br:1][C:2]1[CH:3]=[CH:4][C:5]2[N:11]3[C:12]([CH2:15]N)=[N:13][N:14]=[C:10]3[CH2:9][N:8]=[C:7]([C:17]3[CH:22]=[CH:21][CH:20]=[CH:19][CH:18]=3)[C:6]=2[CH:23]=1.C=O.[C:26]([BH3-])#[N:27].[Na+].[C:30](O)(=O)C>C(#N)C>[Br:1][C:2]1[CH:3]=[CH:4][C:5]2[N:11]3[C:12]([CH2:15][N:27]([CH3:26])[CH3:30])=[N:13][N:14]=[C:10]3[CH2:9][N:8]=[C:7]([C:17]3[CH:22]=[CH:21][CH:20]=[CH:19][CH:18]=3)[C:6]=2[CH:23]=1 |f:2.3|. Procedure details: In the manner given in Example 23, a solution of 8-bromo-1-(aminomethyl)-6-phenyl-4H-s-triazolo[4,3-a][1,4]benzodiazepine in acetonitrile is treated with formalin, sodium cyanoborohydride and acetic acid to give 8-bromo-1-[(dimethylamino)methyl]-6-phenyl-4H-s-triazolo[4,3-a][1,4]benzodiazepine.